From a dataset of the Open Reaction Database (ORD), a public repository of structured organic reaction records. describe an organic reaction: reactants, conditions, products, and yield Reactants: C(CC)(=O)CC(=O)OCC (ethyl propionylacetate), [Na] (sodium), FC(C#N)(F)F (trifluoroacetonitrile), [Na] (sodium). Run in COCCOC (DME). The product is N\C(=C(/C(=O)OCC)\C(CC)=O)\C(F)(F)F (Ethyl 3-amino-2-propionyl-4,4,4-trifluorocrotonate). RXN SMILES: [C:1]([CH2:5][C:6]([O:8][CH2:9][CH3:10])=[O:7])(=[O:4])[CH2:2][CH3:3].[Na].[F:12][C:13]([F:17])([F:16])[C:14]#[N:15]>COCCOC>[NH2:15]/[C:14](/[C:13]([F:17])([F:16])[F:12])=[C:5](/[C:1](=[O:4])[CH2:2][CH3:3])\[C:6]([O:8][CH2:9][CH3:10])=[O:7] |^1:10|. Procedure: To a mechanically stirred solution of 287 g (1.99 mol) of ethyl propionylacetate in 500 ml of dry DME was added under nitrogen 8.6 g (0.348 mol) of freshly cut sodium. After all sodium had dissolved, 256 g (2.69 mol) of trifluoroacetonitrile was added over a 35 hour period. The reaction mixture was concentrated. The residue was washed with water and extracted into 500 ml of ether. The ether solution was dried and concentrated. The residue was kugelrohr distilled at 67 Pa. and then was redistille... The reactants are C(#N)C1=C(C=C(C=C1)N(CC(=O)O)CC(F)(F)F)C(F)(F)F (N-[4-cyano-3-(trifluoromethyl)phenyl]-N-(2,2,2-trifluoroethyl)glycine), NC1=CC=CC=C1 (aniline). The product is C(#N)C1=C(C=C(C=C1)N(CC(=O)NC1=CC=CC=C1)CC(F)(F)F)C(F)(F)F (N2-[4-Cyano-3-(trifluoromethyl)phenyl]-N1-phenyl-N2-(2,2,2-trifluoroethyl)glycinamide). Reaction SMILES: [C:1]([C:3]1[CH:8]=[CH:7][C:6]([N:9]([CH2:14][C:15]([F:18])([F:17])[F:16])[CH2:10][C:11]([OH:13])=O)=[CH:5][C:4]=1[C:19]([F:22])([F:21])[F:20])#[N:2].[NH2:23][C:24]1[CH:29]=[CH:28][CH:27]=[CH:26][CH:25]=1>>[C:1]([C:3]1[CH:8]=[CH:7][C:6]([N:9]([CH2:14][C:15]([F:16])([F:18])[F:17])[CH2:10][C:11]([NH:23][C:24]2[CH:29]=[CH:28][CH:27]=[CH:26][CH:25]=2)=[O:13])=[CH:5][C:4]=1[C:19]([F:20])([F:21])[F:22])#[N:2]. Reported procedure: Synthesized as described for Example 91C using N-[4-cyano-3-(trifluoromethyl)phenyl]-N-(2,2,2-trifluoroethyl)glycine and aniline: MS (APCI) m/z 402 (M+1). Procedure: A mixture of 4-(2,2,2-trifluoroethoxy)benzoic acid (0.30 g, 1.35 mmol) and thionyl chloride (0.32 g, 2.72 mmol) in chloroform (5 ml) was heated under reflux for 4 h. The reaction mixture was cooled to room temperature and the excess reagent and solvent was removed under reduced pressure to give the crude acid chloride. The amide was prepared as described in the Amide Coupling section using the crude acid chloride and 2-(4-aminophenyl)-6-methoxybenzothiazole (0.34 g, 1.35 mmol) in dry pyridine (1... Solvent: N1=CC=CC=C1 (pyridine), C(Cl)(Cl)Cl (chloroform). Product: FC(COC1=CC=C(C(=O)NC2=CC=C(C=C2)C=2SC3=C(N2)C=CC(=C3)OC)C=C1)(F)F (4-(2,2,2-Trifluoroethoxy)-N-[4-(6-methoxybenzothiazol-2-yl)-phenyl]-benzamide). Isolated yield 90.5%. RXN SMILES: [F:1][C:2]([F:15])([F:14])[CH2:3][O:4][C:5]1[CH:13]=[CH:12][C:8]([C:9]([OH:11])=O)=[CH:7][CH:6]=1.S(Cl)(Cl)=O.[NH2:20][C:21]1[CH:26]=[CH:25][C:24]([C:27]2[S:28][C:29]3[CH:35]=[C:34]([O:36][CH3:37])[CH:33]=[CH:32][C:30]=3[N:31]=2)=[CH:23][CH:22]=1>C(Cl)(Cl)Cl.N1C=CC=CC=1>[F:14][C:2]([F:1])([F:15])[CH2:3][O:4][C:5]1[CH:6]=[CH:7][C:8]([C:9]([NH:20][C:21]2[CH:22]=[CH:23][C:24]([C:27]3[S:28][C:29]4[CH:35]=[C:34]([O:36][CH3:37])[CH:33]=[CH:32][C:30]=4[N:31]=3)=[CH:25][CH:26]=2)=[O:11])=[CH:12][CH:13]=1. The reactants are acid chloride, FC(COC1=CC=C(C(=O)O)C=C1)(F)F (4-(2,2,2-trifluoroethoxy)benzoic acid), S(=O)(Cl)Cl (thionyl chloride), Amide, NC1=CC=C(C=C1)C=1SC2=C(N1)C=CC(=C2)OC (2-(4-aminophenyl)-6-methoxybenzothiazole). Starting materials: C=O (formaldehyde), CC(=O)O (AcOH), C(=O)O.NC1=C2C(=NC=N1)N(N=C2C2=CC(=CC(=C2)O)F)C(C)C=2OC(C1=CC=CC=C1C2C=2CCN(CC2)C(=O)C2CNC2)=O (3-(1-(4-amino-3-(3-fluoro-5-hydroxyphenyl)-1H-pyrazolo[3,4-d]pyrimidin-1-yl)ethyl)-4-(1-(azetidine-3-carbonyl)-1,2,3,6-tetrahydropyridin-4-yl)-1H-isochromen-1-one formate), CCN(C(C)C)C(C)C (DIPEA), C=O (paraformaldehyde), [Na] (sodium), C(C)(=O)O (Acetic acid), [BH-](OC(=O)C)(OC(=O)C)OC(=O)C.[Na+] (NaBH(OAc)3), [O-]S(=O)(=O)[O-].[Na+].[Na+] (Na2SO4). Run in C(Cl)Cl (DCM), C(=O)O (HCOOH), O.CC#N (water MeCN), C(=O)O (HCOOH), O.CC#N (water MeCN). Conditions: time 6 hour. The product is C(=O)O.NC1=C2C(=NC=N1)N(N=C2C2=CC(=CC(=C2)O)F)C(C)C=2OC(C1=CC=CC=C1C2C=2CCN(CC2)C(=O)C2CN(C2)C)=O (3-(1-(4-amino-3-(3-fluoro-5-hydroxyphenyl)-1H-pyrazolo[3,4-d]pyrimidin-1-yl)ethyl)-4-(1-(1-methylazetidine-3-carbonyl)-1,2,3,6-tetrahydropyridin-4-yl)-1H-isochromen-1-one formate). Isolated yield 82.3%. As a reaction SMILES: [CH:1]([OH:3])=[O:2].[NH2:4][C:5]1[N:10]=[CH:9][N:8]=[C:7]2[N:11]([CH:22]([C:24]3[O:25][C:26](=[O:46])[C:27]4[C:32]([C:33]=3[C:34]3[CH2:35][CH2:36][N:37]([C:40]([CH:42]5[CH2:45][NH:44][CH2:43]5)=[O:41])[CH2:38][CH:39]=3)=[CH:31][CH:30]=[CH:29][CH:28]=4)[CH3:23])[N:12]=[C:13]([C:14]3[CH:19]=[C:18]([OH:20])[CH:17]=[C:16]([F:21])[CH:15]=3)[C:6]=12.[CH3:47]CN(C(C)C)C(C)C.C=O.[O-]S([O-])(=O)=O.[Na+].[Na+].C(O)(=O)C.[Na].[BH-](OC(C)=O)(OC(C)=O)OC(C)=O.[Na+]>C(Cl)Cl.C(O)=O.O.CC#N>[CH:1]([OH:3])=[O:2].[NH2:4][C:5]1[N:10]=[CH:9][N:8]=[C:7]2[N:11]([CH:22]([C:24]3[O:25][C:26](=[O:46])[C:27]4[C:32]([C:33]=3[C:34]3[CH2:35][CH2:36][N:37]([C:40]([CH:42]5[CH2:43][N:44]([CH3:47])[CH2:45]5)=[O:41])[CH2:38][CH:39]=3)=[CH:31][CH:30]=[CH:29][CH:28]=4)[CH3:23])[N:12]=[C:13]([C:14]3[CH:19]=[C:18]([OH:20])[CH:17]=[C:16]([F:21])[CH:15]=3)[C:6]=12 |f:0.1,4.5.6,9.10,13.14,15.16,^1:68|. Reported procedure: A mixture of 3-(1-(4-amino-3-(3-fluoro-5-hydroxyphenyl)-1H-pyrazolo[3,4-d]pyrimidin-1-yl)ethyl)-4-(1-(azetidine-3-carbonyl)-1,2,3,6-tetrahydropyridin-4-yl)-1H-isochromen-1-one formate (Example 150, 71.0 mg, 0.113 mmol), DIPEA (0.020 ml, 0.113 mmol), paraformaldehyde (69.3 mg, 2.30 mmol) and a spatula of Na2SO4 in DCM (2 ml) was stirred for 10 min at rt. Acetic acid (0.033 ml, 0.589 mmol) was then added followed by sodium triacetoxyhydroborate (82.2 mg, 0.387 mmol). After 6 hrs stirring at rt, vo... Starting materials: [OH-].[Na+] (sodium hydroxide), NC=1C=C(C=CC1F)C(C)=O (3'-amino-4'-fluoroacetophenone), O.NN (hydrazine hydrate). Run in C(COCCOCCO)O (triethylene glycol). Run at temperature 100 celsius, time 45 minute. The product is FC1=C(N)C=C(C=C1)CC (2-fluoro-5-ethylaniline). The yield is 99.2%. RXN SMILES: [NH2:1][C:2]1[CH:3]=[C:4]([C:9](=O)[CH3:10])[CH:5]=[CH:6][C:7]=1[F:8].[OH-].[Na+].O.NN>C(O)COCCOCCO>[F:8][C:7]1[CH:6]=[CH:5][C:4]([CH2:9][CH3:10])=[CH:3][C:2]=1[NH2:1] |f:1.2,3.4|. Reported procedure: To a stirred mixture of 3'-amino-4'-fluoroacetophenone (7.56 g, 49.4 mmol) in triethylene glycol (60 mL) was added 4.94 g of sodium hydroxide. Neat hydrazine hydrate (7.2 mL) was added to the mixture in one portion via a syringe. This addition resulted in a slight exotherm (temperature around 500). The reaction flask (three neck, equipped with claisen adapter and receiving flask) was then equipped with a heating mantle and the reaction heated to 100° C. for 1 hour, then 1 50° C. At the higher te...